This data is from the Open Reaction Database (ORD), a public repository of structured organic reaction records. The task is: describe an organic reaction: reactants, conditions, products, and yield The reactants are ClC1=C(C(=CC(=C1)OCC1=CC=CC=C1)Cl)O (2,6-dichloro-4-phenylmethoxyphenol), C(C)(=O)OCCCCBr (4-bromobutyl acetate), C([O-])([O-])=O.[K+].[K+] (potassium carbonate). The solvent is CN(C)C=O (DMF). Yields the product C(C)(=O)OCCCCOC1=C(C=C(C=C1Cl)OCC1=CC=CC=C1)Cl (4-[2,6-dichloro-4-(phenylmethoxy)phenoxy]butyl acetate). Yield: 92.9%. RXN SMILES: [Cl:1][C:2]1[CH:7]=[C:6]([O:8][CH2:9][C:10]2[CH:15]=[CH:14][CH:13]=[CH:12][CH:11]=2)[CH:5]=[C:4]([Cl:16])[C:3]=1[OH:17].[C:18]([O:21][CH2:22][CH2:23][CH2:24][CH2:25]Br)(=[O:20])[CH3:19].C(=O)([O-])[O-].[K+].[K+]>CN(C=O)C>[C:18]([O:21][CH2:22][CH2:23][CH2:24][CH2:25][O:17][C:3]1[C:2]([Cl:1])=[CH:7][C:6]([O:8][CH2:9][C:10]2[CH:15]=[CH:14][CH:13]=[CH:12][CH:11]=2)=[CH:5][C:4]=1[Cl:16])(=[O:20])[CH3:19] |f:2.3.4|. Procedure: This compound was prepared in a manner analogous to that set forth in Step B of Example 1, using 25 grams (0.093 mole) of 2,6-dichloro-4-phenylmethoxyphenol (known compound), 19.5 grams (0.10 mole) of 4-bromobutyl acetate and 19.4 grams (0.14 mole) of potassium carbonate in 400 mL of DMF, differing in that the reaction mixture was warmed to 80 C., where it was maintained prior to work-up. The crude reaction product was purified with column chromatography on silica gel using 1:1 methylene chlorid... The reactants are Cl (HCl), C(C)(C)(C)[Si](OCCOC1=CC=C(C=C1)C1(CC(=CC(O1)=O)O)CCC1=CC=CC=C1)(C)C (6-{4-[2-(tert-butyl-dimethyl-silanyloxy)-ethoxy]-phenyl}-4-hydroxy-6-phenethyl-5,6-dihydro-pyran-2-one), C(C)(C)(C)C1=C(C=C(C(=C1)OCCO[Si](C)(C)C(C)(C)C)C)SS(=O)(=O)C1=CC=C(C=C1)C (toluene-4-thiosulfonic acid S-{2-tert-butyl-4-[2-(tert-butyl-dimethyl-silanyloxy)-ethoxy]-5-methyl-phenyl} ester), C(=O)([O-])[O-].[K+].[K+] (K2CO3). Solvent: CN(C)C=O (DMF), CO (MeOH). Yields the product C(C)(C)(C)C1=C(C=C(C(=C1)OCCO)C)SC=1C(OC(CC1O)(CCC1=CC=CC=C1)C1=CC=C(C=C1)OCCO)=O (3-[2-tert-Butyl-4-(2-hydroxy-ethoxy)-5-methyl-phenylsulfanyl]-4-hydroxy-6-[4-(2-hydroxy-ethoxy)-phenyl]-6-phenethyl-5,6-dihydro-pyran-2-one). Reaction SMILES: C([Si](C)(C)[O:6][CH2:7][CH2:8][O:9][C:10]1[CH:15]=[CH:14][C:13]([C:16]2([CH2:24][CH2:25][C:26]3[CH:31]=[CH:30][CH:29]=[CH:28][CH:27]=3)[O:21][C:20](=[O:22])[CH:19]=[C:18]([OH:23])[CH2:17]2)=[CH:12][CH:11]=1)(C)(C)C.[C:34]([C:38]1[CH:43]=[C:42]([O:44][CH2:45][CH2:46][O:47][Si](C(C)(C)C)(C)C)[C:41]([CH3:55])=[CH:40][C:39]=1[S:56]S(C1C=CC(C)=CC=1)(=O)=O)([CH3:37])([CH3:36])[CH3:35].C([O-])([O-])=O.[K+].[K+].Cl>CO.CN(C=O)C>[C:34]([C:38]1[CH:43]=[C:42]([O:44][CH2:45][CH2:46][OH:47])[C:41]([CH3:55])=[CH:40][C:39]=1[S:56][C:19]1[C:20](=[O:22])[O:21][C:16]([C:13]2[CH:14]=[CH:15][C:10]([O:9][CH2:8][CH2:7][OH:6])=[CH:11][CH:12]=2)([CH2:24][CH2:25][C:26]2[CH:31]=[CH:30][CH:29]=[CH:28][CH:27]=2)[CH2:17][C:18]=1[OH:23])([CH3:37])([CH3:36])[CH3:35] |f:2.3.4|. Procedure details: To a round bottom flask equipped with a magnetic stirrer were added 6-{4-[2-(tert-butyl-dimethyl-silanyloxy)-ethoxy]-phenyl}-4-hydroxy-6-phenethyl-5,6-dihydro-pyran-2-one (prepared in Example SS; 0.260 g, 0.555 mmol), toluene-4-thiosulfonic acid S-{2-tert-butyl-4-[2-(tert-butyl-dimethyl-silanyloxy)-ethoxy]-5-methyl-phenyl} ester (prepared in Example PPP; 0.282 g, 0.555 mmol), K2CO3 (0.346 g, 2.50 mmol), and DMF (5 mL), as described in General Method 9. The mixture was stirred at room temperature...